This data is from the Open Reaction Database (ORD), a public repository of structured organic reaction records. The task is: describe an organic reaction: reactants, conditions, products, and yield Reactants: CCOC(=O)CBr, CCOC(=O)C(C)(Sc1cc2ccccc2[nH]1)c1ccccc1. Product: CCOC(=O)Cn1c(SC(C)(C(=O)OCC)c2ccccc2)cc2ccccc21. As a reaction SMILES: [Br:24][CH2:25][C:26](=[O:27])[O:28][CH2:29][CH3:30].[nH:1]1[c:2]([S:10][C:11]([C:12](=[O:13])[O:14][CH2:15][CH3:16])([CH3:17])[c:18]2[cH:19][cH:20][cH:21][cH:22][cH:23]2)[cH:3][c:4]2[cH:5][cH:6][cH:7][cH:8][c:9]12>>[n:1]1([CH2:25][C:26](=[O:27])[O:28][CH2:29][CH3:30])[c:2]([S:10][C:11]([C:12](=[O:13])[O:14][CH2:15][CH3:16])([CH3:17])[c:18]2[cH:19][cH:20][cH:21][cH:22][cH:23]2)[cH:3][c:4]2[cH:5][cH:6][cH:7][cH:8][c:9]12. Yields the product BrC(C(=O)C=1C=C(C(N(C1C)C1=CC(=CC=C1)C(F)(F)F)=O)C(=O)NC)C1=CC=C(C=C1)Cl (5-[Bromo(4-chlorophenyl)acetyl]-N,6-dimethyl-2-oxo-1-[3-(trifluoromethyl)-phenyl]-1,2-dihydropyridine-3-carboxamide). Reaction SMILES: [Br:1]Br.[Cl:3][C:4]1[CH:9]=[CH:8][C:7]([CH2:10][C:11]([C:13]2[CH:14]=[C:15]([C:31]([NH:33][CH3:34])=[O:32])[C:16](=[O:30])[N:17]([C:20]3[CH:25]=[CH:24][CH:23]=[C:22]([C:26]([F:29])([F:28])[F:27])[CH:21]=3)[C:18]=2[CH3:19])=[O:12])=[CH:6][CH:5]=1>C(O)(=O)C.C1COCC1>[Br:1][CH:10]([C:7]1[CH:8]=[CH:9][C:4]([Cl:3])=[CH:5][CH:6]=1)[C:11]([C:13]1[CH:14]=[C:15]([C:31]([NH:33][CH3:34])=[O:32])[C:16](=[O:30])[N:17]([C:20]2[CH:25]=[CH:24][CH:23]=[C:22]([C:26]([F:29])([F:28])[F:27])[CH:21]=2)[C:18]=1[CH3:19])=[O:12] |f:2.3|. Reaction conditions: time 8 hour. Yield: 98.0%. Solvent: C(C)(=O)O.C1CCOC1 (acetic acid THF). Reactants: BrBr (bromine), ClC1=CC=C(C=C1)CC(=O)C=1C=C(C(N(C1C)C1=CC(=CC=C1)C(F)(F)F)=O)C(=O)NC (5-[(4-chlorophenyl)acetyl]-N,6-dimethyl-2-oxo-1-[3-(trifluoromethyl)phenyl]-1,2-dihydropyridine-3-carboxamide). Reported procedure: A solution of bromine (30 mg, 19 mmol) in acetic acid—THF was added dropwise to a solution of 5-[(4-chlorophenyl)acetyl]-N,6-dimethyl-2-oxo-1-[3-(trifluoromethyl)phenyl]-1,2-dihydropyridine-3-carboxamide (75 mg, 0.162 mmol). After the addition, stirring was continued at RT overnight. The solvents were removed and the residue was purified on an Xterra C8 column using a gradient of acetonitrile/water. Freeze drying of the mixture afforded the title compound (86 mg, 95%). Yields the product C(C)(C)(C)OC(NC1=C(C=C(C(=C1)Cl)C(F)(F)F)NC(CC(=O)C1=CC(=CC=C1)C1=C(C(=NC=C1)C)C)=O)=O ((5-Chloro-2-{3-[3-(2,3-dimethyl-pyridin-4-yl)-phenyl]-3-oxo-propionylamino}-4-trifluoromethyl-phenyl)-carbamic acid tert-butyl ester), oil. Reactants: C(C)(C)(C)OC(NC1=C(C=C(C(=C1)Cl)C(F)(F)F)N)=O ((2-amino-5-chloro-4-trifluoromethyl-phenyl)-carbamic acid tert-butyl ester), C(C)(C)(C)OC(CC(=O)C1=CC(=CC=C1)C1=C(C(=NC=C1)C)C)=O (3-[3-(2,3-dimethyl-pyridin-4-yl)-phenyl]-3-oxo-propionic acid tert-butyl ester). Procedure details: The title compound was prepared from (2-amino-5-chloro-4-trifluoromethyl-phenyl)-carbamic acid tert-butyl ester (Example J19) (233 mg, 0.75 mmol) and 3-[3-(2,3-dimethyl-pyridin-4-yl)-phenyl]-3-oxo-propionic acid tert-butyl ester (Example K18) (244 mg, 0.75 mmol) according to the general procedure M. Obtained as a light yellow oil (340 mg, 81%). The yield is 81.0%. Reaction SMILES: [C:1]([O:5][C:6](=[O:20])[NH:7][C:8]1[CH:13]=[C:12]([Cl:14])[C:11]([C:15]([F:18])([F:17])[F:16])=[CH:10][C:9]=1[NH2:19])([CH3:4])([CH3:3])[CH3:2].C([O:25][C:26](=O)[CH2:27][C:28]([C:30]1[CH:35]=[CH:34][CH:33]=[C:32]([C:36]2[CH:41]=[CH:40][N:39]=[C:38]([CH3:42])[C:37]=2[CH3:43])[CH:31]=1)=[O:29])(C)(C)C>>[C:1]([O:5][C:6](=[O:20])[NH:7][C:8]1[CH:13]=[C:12]([Cl:14])[C:11]([C:15]([F:17])([F:18])[F:16])=[CH:10][C:9]=1[NH:19][C:26](=[O:25])[CH2:27][C:28]([C:30]1[CH:35]=[CH:34][CH:33]=[C:32]([C:36]2[CH:41]=[CH:40][N:39]=[C:38]([CH3:42])[C:37]=2[CH3:43])[CH:31]=1)=[O:29])([CH3:4])([CH3:2])[CH3:3]. Starting materials: CCOC(=O)CBr, O=C([O-])[O-], CCOC(C)=O, CS(=O)(=O)c1ccc(-c2n[nH]cc2-c2ccc(F)cc2)cc1, [K+], [K+], CN(C)C=O. Yields the product CCOC(=O)Cn1cc(-c2ccc(F)cc2)c(-c2ccc(S(C)(=O)=O)cc2)n1. Reaction SMILES: [Br:23][CH2:24][C:25](=[O:26])[O:27][CH2:28][CH3:29].[C:30](=[O:31])([O-:32])[O-:33].[CH3:41][CH2:42][O:43][C:44](=[O:45])[CH3:46].[F:1][c:2]1[cH:3][cH:4][c:5](-[c:8]2[c:9](-[c:13]3[cH:14][cH:15][c:16]([S:19](=[O:20])(=[O:21])[CH3:22])[cH:17][cH:18]3)[n:10][nH:11][cH:12]2)[cH:6][cH:7]1.[K+:34].[K+:35].[O:36]=[CH:37][N:38]([CH3:39])[CH3:40]>>[F:1][c:2]1[cH:3][cH:4][c:5](-[c:8]2[c:9](-[c:13]3[cH:14][cH:15][c:16]([S:19](=[O:20])(=[O:21])[CH3:22])[cH:17][cH:18]3)[n:10][n:11]([CH2:24][C:25](=[O:26])[O:27][CH2:28][CH3:29])[cH:12]2)[cH:6][cH:7]1. Reactants: O=C([O-])O, O=C=Nc1c(Cl)cccc1Cl, Cl, Nc1ccc(I)cc1C(=O)O, [Na+], C1COCCO1, O. Yields the product O=C(Nc1ccc(I)cc1C(=O)O)Nc1c(Cl)cccc1Cl. Reaction SMILES: [C:12](=[O:13])([OH:14])[O-:15].[Cl:17][c:18]1[c:19]([N:25]=[C:26]=[O:27])[c:20]([Cl:24])[cH:21][cH:22][cH:23]1.[ClH:28].[NH2:1][c:2]1[c:3]([C:4](=[O:5])[OH:6])[cH:7][c:8]([I:11])[cH:9][cH:10]1.[Na+:16].[O:30]1[CH2:31][CH2:32][O:33][CH2:34][CH2:35]1.[OH2:29]>>[NH:1]([c:2]1[c:3]([C:4](=[O:5])[OH:6])[cH:7][c:8]([I:11])[cH:9][cH:10]1)[C:26]([NH:25][c:19]1[c:18]([Cl:17])[cH:23][cH:22][cH:21][c:20]1[Cl:24])=[O:27]. Reactants: COC(=O)C=C1CCCc2cc(S(=O)(=O)c3ccccc3)ccc21, CCOC(C)=O, [H][H]. Product: COC(=O)CC1CCCc2cc(S(=O)(=O)c3ccccc3)ccc21. RXN SMILES: [CH3:1][O:2][C:3]([CH:4]=[C:5]1[CH2:6][CH2:7][CH2:8][c:9]2[cH:10][c:11]([S:15](=[O:16])(=[O:17])[c:18]3[cH:19][cH:20][cH:21][cH:22][cH:23]3)[cH:12][cH:13][c:14]21)=[O:24].[CH3:27][CH2:28][O:29][C:30]([CH3:31])=[O:32].[H:25][H:26]>>[CH3:1][O:2][C:3]([CH2:4][CH:5]1[CH2:6][CH2:7][CH2:8][c:9]2[cH:10][c:11]([S:15](=[O:16])(=[O:17])[c:18]3[cH:19][cH:20][cH:21][cH:22][cH:23]3)[cH:12][cH:13][c:14]21)=[O:24]. Reactants: CC(C)(C)OC(=O)CCc1ccc(O)cc1CN, CC(C)N=C=O, ClCCl, O. Yields the product CC(C)NC(=O)NCc1cc(O)ccc1CCC(=O)OC(C)(C)C. Reaction SMILES: [C:1]([CH3:2])([CH3:3])([CH3:4])[O:5][C:6]([CH2:7][CH2:8][c:9]1[c:10]([CH2:16][NH2:17])[cH:11][c:12]([OH:15])[cH:13][cH:14]1)=[O:18].[CH:19]([CH3:20])([CH3:21])[N:22]=[C:23]=[O:24].[Cl:25][CH2:26][Cl:27].[OH2:28]>>[C:1]([CH3:2])([CH3:3])([CH3:4])[O:5][C:6]([CH2:7][CH2:8][c:9]1[c:10]([CH2:16][NH:17][C:23]([NH:22][CH:19]([CH3:20])[CH3:21])=[O:24])[cH:11][c:12]([OH:15])[cH:13][cH:14]1)=[O:18].